The task is: describe an organic reaction: reactants, conditions, products, and yield. This data is from the Open Reaction Database (ORD), a public repository of structured organic reaction records. Reactants: [Li]CCCC, CCN(CC)C(=O)Cl, CCOCC, COc1ccc(Br)c(C(C)C)c1. Yields the product CCN(CC)C(=O)c1ccc(OC)cc1C(C)C. As a reaction SMILES: [CH2:13]([Li:14])[CH2:15][CH2:16][CH3:17].[CH2:18]([CH3:19])[N:20]([C:21](=[O:22])[Cl:23])[CH2:24][CH3:25].[CH3:26][CH2:27][O:28][CH2:29][CH3:30].[CH:1]([CH3:2])([CH3:3])[c:4]1[c:5]([Br:12])[cH:6][cH:7][c:8]([O:10][CH3:11])[cH:9]1>>[CH:1]([CH3:2])([CH3:3])[c:4]1[c:5]([C:21]([N:20]([CH2:18][CH3:19])[CH2:24][CH3:25])=[O:22])[cH:6][cH:7][c:8]([O:10][CH3:11])[cH:9]1. Starting materials: ClC1=C(C(=O)O)C=C(C=N1)F (2-chloro-5-fluoronicotinic acid), O.ON1N=NC2=C1C=CC=C2 (1-hydroxybenzotriazole hydrate), NCC1=CC=C(C(=O)OC(C)(C)C)C=C1 (tert-butyl 4-(aminomethyl)benzoate), Cl.CN(CCCN=C=NCC)C (1-(3-dimethylaminopropyl)-3-ethylcarbodiimide hydrochloride). Run in ClCCl (dichloromethane), C(C)N(CC)CC (triethylamine), O (water). Run at time 8 hour. The product is ClC1=NC=C(C=C1C(=O)NCC1=CC=C(C(=O)OC(C)(C)C)C=C1)F (tert-Butyl 4-({[(2-chloro-5-fluoropyridin-3-yl)carbonyl]amino}methyl)benzoate). Yield: 81.9%. Reaction SMILES: [Cl:1][C:2]1[N:10]=[CH:9][C:8]([F:11])=[CH:7][C:3]=1[C:4]([OH:6])=O.[NH2:12][CH2:13][C:14]1[CH:26]=[CH:25][C:17]([C:18]([O:20][C:21]([CH3:24])([CH3:23])[CH3:22])=[O:19])=[CH:16][CH:15]=1.Cl.CN(C)CCCN=C=NCC.O.ON1C2C=CC=CC=2N=N1>ClCCl.O.C(N(CC)CC)C>[Cl:1][C:2]1[C:3]([C:4]([NH:12][CH2:13][C:14]2[CH:15]=[CH:16][C:17]([C:18]([O:20][C:21]([CH3:22])([CH3:24])[CH3:23])=[O:19])=[CH:25][CH:26]=2)=[O:6])=[CH:7][C:8]([F:11])=[CH:9][N:10]=1 |f:2.3,4.5|. Procedure: To a stirred solution of 2-chloro-5-fluoronicotinic acid (2.0 g, 10 mmol) and tert-butyl 4-(aminomethyl)benzoate (1.65 g, 8 mmol) in dichloromethane (25 mL) were successively added 1-(3-dimethylaminopropyl)-3-ethylcarbodiimide hydrochloride (EDCI) (2.88 g, 15 mmol), 1-hydroxybenzotriazole hydrate (HOBT) (1.53 g, 10 mmol), and triethylamine (5 mL). After being stirred overnight, the reaction mixture was poured into water (100 mL). The organic layer_was separated and the aqueous layer was extracte...